From a dataset of the Open Reaction Database (ORD), a public repository of structured organic reaction records. describe an organic reaction: reactants, conditions, products, and yield Reactants: BrBr (bromine), ClC=1C(=NC(=C(C1CC(=O)O)F)F)F ((3-Chloro-2,5,6-trifluoro-pyridin-4-yl)-acetic acid), BrBr (Bromine). Reagents/catalysts: [Hg]=O (mercury oxide). The solvent is ClC1=CC=CC=C1 (chlorobenzene), ClC1=CC=CC=C1 (chlorobenzene). The product is BrCC1=C(C(=NC(=C1F)F)F)Cl (4-bromomethyl-3-chloro-2,5,6-trifluoro-pyridine). Yield: 75.2%. Reaction SMILES: [Cl:1][C:2]1[C:3]([F:14])=[N:4][C:5]([F:13])=[C:6]([F:12])[C:7]=1[CH2:8]C(O)=O.[Br:15]Br>ClC1C=CC=CC=1.[Hg]=O>[Br:15][CH2:8][C:7]1[C:6]([F:12])=[C:5]([F:13])[N:4]=[C:3]([F:14])[C:2]=1[Cl:1]. Procedure details: To a 1 L 3-neck flask equipped with addition funnel, was placed chlorobenzene (150 ml). (3-Chloro-2,5,6-trifluoro-pyridin-4-yl)-acetic acid (19.57 g, 86.77 mmol) and mercury oxide (20 g, 92.34 mmol) were added in this order. The mixture was heated up to 140˜150° C. in an oil bath. Bromine (5.4 ml, 105 mmol) in chlorobenzene (90 ml) was then added dropwise through the addition funnel for 3 hr. After the addition of bromine solution, the reaction mixture was refluxed for further 1 hr. and cooled t... The reactants are C(C=C)N(C1=NC(=[N+](C(=N1)NC(=O)OCC)[O-])NC(=O)OCC)CC=C (diethyl 6-diallylamino-s-triazine-2,4-dicarbamate-3-oxide). Run in CN(C=O)C (dimethylformamide). Yields the product C(C=C)N(C1=NC=2N(C(=N1)NC(=O)OCC)OC(N2)=O)CC=C (ethyl 5-diallylamino-2-oxo-2H-[1,2,4]oxadiazolo[2,3-a]-s-triazine-7-carbamate). Reaction SMILES: [CH2:1]([N:4]([CH2:24][CH:25]=[CH2:26])[C:5]1[N:10]=[C:9]([NH:11][C:12]([O:14][CH2:15][CH3:16])=[O:13])[N+:8]([O-])=[C:7]([NH:18][C:19]([O:21]CC)=[O:20])[N:6]=1)[CH:2]=[CH2:3]>CN(C)C=O>[CH2:1]([N:4]([CH2:24][CH:25]=[CH2:26])[C:5]1[N:10]=[C:9]([NH:11][C:12]([O:14][CH2:15][CH3:16])=[O:13])[N:8]2[O:20][C:19](=[O:21])[N:18]=[C:7]2[N:6]=1)[CH:2]=[CH2:3]. Procedure: 6 g. of diethyl 6-diallylamino-s-triazine-2,4-dicarbamate-3-oxide are suspended in 120 ml. of dimethylformamide and warmed to 140° C. for 20 minutes under an argon atmosphere and while stirring. The solvent is then evaporated off under reduced pressure and the residue is recrystallized from methylene chloride/ethanol/diethyl ether, there being obtained pure ethyl 5-diallylamino-2-oxo-2H-[1,2,4]oxadiazolo[2,3-a]-s-triazine-7-carbamate, having a melting point of 172°-174° C. The reactants are C(C1=CC=CC=C1)N1CC(NCC1)C(F)(F)F (1-Benzyl-3-(trifluoromethyl)piperazine), C(C1=CC=CC=C1)N1CC(NCC1)C(F)(F)F (1-Benzyl-3-(trifluoromethyl)piperazine). Reagents/catalysts: [Pd] (Pd). The solvent is C(C)(=O)O (acetic acid), O (water). Yields the product FC(C1NCCNC1)(F)F (2-(Trifluoromethyl)piperazine). As a reaction SMILES: C([N:8]1[CH2:13][CH2:12][NH:11][CH:10]([C:14]([F:17])([F:16])[F:15])[CH2:9]1)C1C=CC=CC=1>C(O)(=O)C.O.[Pd]>[F:15][C:14]([F:17])([F:16])[CH:10]1[CH2:9][NH:8][CH2:13][CH2:12][NH:11]1. Procedure details: 1-Benzyl-3-(trifluoromethyl)piperazine (0.74 g, 3.0 mmol; Intermediate 44) was dissolved in acetic acid (70 mL) and water (5 mL). Pd, 5% on carbon, (0.074 g) was added and =hydrogenation was performed at 3 bar and 70° C. overnight. The reaction mixture was filtered through Celite and the pad was rinsed with water (5 mL). Solvents were removed in vacuo, toluene (20 mL) added to the residue, followed by re-concentration in vacuo to remove residual water. The desired product sublimated on the evapo... The reactants are Mg, [Mg] (Magnesium), C(C1=CC=CC=C1)OC1=CC=C(C=C1)C=CC#N (3-(4-benzyloxyphenyl)-acrylonitrile), Mg. Solvent: CO (MeOH). Run at temperature 0 celsius, time 4 hour. Yields the product C(C1=CC=CC=C1)OC1=CC=C(C=C1)CCC#N (3-(4-benzyloxyphenyl)-propionitrile). Reaction SMILES: [Mg].[CH2:2]([O:9][C:10]1[CH:15]=[CH:14][C:13]([CH:16]=[CH:17][C:18]#[N:19])=[CH:12][CH:11]=1)[C:3]1[CH:8]=[CH:7][CH:6]=[CH:5][CH:4]=1>CO>[CH2:2]([O:9][C:10]1[CH:11]=[CH:12][C:13]([CH2:16][CH2:17][C:18]#[N:19])=[CH:14][CH:15]=1)[C:3]1[CH:4]=[CH:5][CH:6]=[CH:7][CH:8]=1. Procedure: Magnesium turnings (28 g) are added to a solution of 3-(4-benzyloxyphenyl)-acrylonitrile (17.0 g, 72.3 mmol) in dry MeOH (800 mL). As soon as moderate H2 evolution is observed, the flask is immersed in an efficient ice/water cooling bath until the initially vigorous reaction subsides after about 45 minutes. Additional Mg (10 g) is added, and the reaction mixture is stirred for 4 hours with intermittent cooling during which time most of the Mg metal is consumed. The mixture is evaporated to a thi... Reactants: NC1=C(C=C(C=C1)C(=O)OC)O (2-amino-5-methoxycarbonylphenol), C(C)(=O)OCC (ethyl acetate), C(O)([O-])=O.[Na+] (sodium hydrogen carbonate), Cl[C@@H](C(=O)Cl)CC ((R)-2-chlorobutyryl chloride). Run in O (water). Reaction conditions: time 10 minute. The product is C(C)[C@@H]1OC2=C(NC1=O)C=CC(=C2)C(=O)OC ((S)-2-ethyl-7-methoxycarbonyl-3-oxo-3,4-dihydro-2H-1,4-benzoxazine). Yield: 88.9%. As a reaction SMILES: [NH2:1][C:2]1[CH:7]=[CH:6][C:5]([C:8]([O:10][CH3:11])=[O:9])=[CH:4][C:3]=1[OH:12].C(OCC)(=O)C.C(=O)([O-])O.[Na+].Cl[C@H:25]([CH2:29][CH3:30])[C:26](Cl)=[O:27]>O>[CH2:29]([C@H:25]1[C:26](=[O:27])[NH:1][C:2]2[CH:7]=[CH:6][C:5]([C:8]([O:10][CH3:11])=[O:9])=[CH:4][C:3]=2[O:12]1)[CH3:30] |f:2.3|. Procedure: To a solution of 2-amino-5-methoxycarbonylphenol [Tetrahedron, 46(15), 5177-5186 (1990)] (7.50 g) in a mixed solvent of ethyl acetate (60 ml) and water (60 ml) were added sodium hydrogen carbonate (5.20 g) and (R)-2-chlorobutyryl chloride (7.50 g) and the mixture was stirred at room temperature for 10 minutes. The organic layer was separated and the solvent was distilled off under reduced pressure. The resulting residue was dissolved in dimethylformamide (90 ml), to the solution was added potass... The reactants are C(#N)C=1C=CC2=C(S(C3=C(C=C2)C=CC=C3)=O)C1 (3-cyanodibenzo[b,f]thiepin 5-oxide), O (water), [OH-].[Na+] (sodium hydroxide), Cl (HCl). The solvent is denatured alcohol. Product: C1=CC(=CC=2S(C3=C(C=CC21)C=CC=C3)=O)C(=O)O (Dibenzo[b,f]thiepin-3-carboxylic Acid 5-Oxide). RXN SMILES: [C:1]([C:3]1[CH:4]=[CH:5][C:6]2[CH:12]=[CH:11][C:10]3[CH:13]=[CH:14][CH:15]=[CH:16][C:9]=3[S:8](=[O:17])[C:7]=2[CH:18]=1)#N.[OH-:19].[Na+].Cl.[OH2:22]>>[CH:5]1[C:6]2[CH:12]=[CH:11][C:10]3[CH:13]=[CH:14][CH:15]=[CH:16][C:9]=3[S:8](=[O:17])[C:7]=2[CH:18]=[C:3]([C:1]([OH:22])=[O:19])[CH:4]=1 |f:1.2|. Procedure details: 925 Mg. 3-cyanodibenzo[b,f]thiepin 5-oxide are refluxed for 31/2 hours in a mixture of 60 cc. 10% aqueous sodium hydroxide solution and 60 cc. denatured alcohol. The mixture is diluted with 1/2 liter of water and acidified with concentrated HCl. The acid precipitates and is filtered and dried. The yield of white dibenzo[b,f]thiepin-3-carboxylic acid 5-oxide is 965 mg. (97%), m.p. dec. 249° C. The reactants are Br, COCc1onc(-c2ccccc2)c1C(=O)O, [Cl-], C=[N+]=[N-]. Yields the product COCc1onc(-c2ccccc2)c1C(=O)CBr. RXN SMILES: [BrH:22].[CH3:2][O:3][CH2:4][c:5]1[c:6]([C:16](=[O:17])[OH:18])[c:7](-[c:10]2[cH:11][cH:12][cH:13][cH:14][cH:15]2)[n:8][o:9]1.[Cl-:1].[N+:19](=[N-:20])=[CH2:21]>>[CH3:2][O:3][CH2:4][c:5]1[c:6]([C:16](=[O:18])[CH2:21][Br:22])[c:7](-[c:10]2[cH:11][cH:12][cH:13][cH:14][cH:15]2)[n:8][o:9]1.